From a dataset of the Open Reaction Database (ORD), a public repository of structured organic reaction records. describe an organic reaction: reactants, conditions, products, and yield Reactants: Cl, CC(C)(C)OC(=O)N1CCC(N2CCN(C(=O)C(Cc3ccc(Cl)c(Cl)c3)OC(=O)N3CCC(N4CCc5ccccc5NC4=O)CC3)CC2)CC1. Yields the product O=C(OC(Cc1ccc(Cl)c(Cl)c1)C(=O)N1CCN(C2CCNCC2)CC1)N1CCC(N2CCc3ccccc3NC2=O)CC1. RXN SMILES: [ClH:53].[O:1]=[C:2]1[NH:3][c:4]2[c:5]([cH:49][cH:50][cH:51][cH:52]2)[CH2:6][CH2:7][N:8]1[CH:9]1[CH2:10][CH2:11][N:12]([C:15](=[O:16])[O:17][CH:18]([C:19](=[O:20])[N:21]2[CH2:22][CH2:23][N:24]([CH:27]3[CH2:28][CH2:29][N:30]([C:33]([O:34][C:35]([CH3:36])([CH3:37])[CH3:38])=[O:39])[CH2:31][CH2:32]3)[CH2:25][CH2:26]2)[CH2:40][c:41]2[cH:42][c:43]([Cl:48])[c:44]([Cl:47])[cH:45][cH:46]2)[CH2:13][CH2:14]1>>[O:1]=[C:2]1[NH:3][c:4]2[c:5]([cH:49][cH:50][cH:51][cH:52]2)[CH2:6][CH2:7][N:8]1[CH:9]1[CH2:10][CH2:11][N:12]([C:15](=[O:16])[O:17][CH:18]([C:19](=[O:20])[N:21]2[CH2:22][CH2:23][N:24]([CH:27]3[CH2:28][CH2:29][NH:30][CH2:31][CH2:32]3)[CH2:25][CH2:26]2)[CH2:40][c:41]2[cH:42][c:43]([Cl:48])[c:44]([Cl:47])[cH:45][cH:46]2)[CH2:13][CH2:14]1. The reactants are C(C)(=O)O[C@H]1[C@@H](O[C@@H]([C@H]([C@@H]1OC(C)=O)OC(C)=O)SC)C1=CC(=C(C=C1)C)CC1=CC=C(C=C1)Cl ((2S,3S,4R,5S,6R)-2-(3-(4-chlorobenzyl)-4-methylphenyl)-6-(methylthio)tetrahydro-2H-pyran-3,4,5-triyl triacetate), C(CC=C)#N (but-3-enenitrile), F[B-](F)(F)F.C(C)(C)(C)[PH+](C(C)(C)C)C(C)(C)C (tri(tert-butyl)phosphonium tetrafluoroborate), C1(CCCCC1)C(C1CCCCC1)N (dicyclohexylmethylamine). The reagents and catalysts are C=1C=CC(=CC1)/C=C/C(=O)/C=C/C2=CC=CC=C2.C=1C=CC(=CC1)/C=C/C(=O)/C=C/C2=CC=CC=C2.C=1C=CC(=CC1)/C=C/C(=O)/C=C/C2=CC=CC=C2.[Pd].[Pd] (Pd2 dba3). Run in CN1C(CCC1)=O (N-methylpyrrolidinone). Run at temperature 160 celsius. Product: EtOAc hexanes, C(C)(=O)O[C@H]1[C@@H](O[C@@H]([C@H]([C@@H]1OC(C)=O)OC(C)=O)SC)C1=CC(=C(C=C1)C)CC1=CC=C(C=C1)\C=C\CC#N ((2S,3S,4R,5S,6R)-2-(3-(4-((E)-3-cyanoprop-1-en-1-yl)benzyl)-4-methylphenyl)-6-(methylthio)tetrahydro-2H-pyran-3,4,5-triyl triacetate). Isolated yield 63.4%. As a reaction SMILES: [C:1]([O:4][C@@H:5]1[C@@H:10]([O:11][C:12](=[O:14])[CH3:13])[C@H:9]([O:15][C:16](=[O:18])[CH3:17])[C@@H:8]([S:19][CH3:20])[O:7][C@H:6]1[C:21]1[CH:26]=[CH:25][C:24]([CH3:27])=[C:23]([CH2:28][C:29]2[CH:34]=[CH:33][C:32](Cl)=[CH:31][CH:30]=2)[CH:22]=1)(=[O:3])[CH3:2].[C:36](#[N:40])[CH2:37][CH:38]=[CH2:39].F[B-](F)(F)F.C([PH+](C(C)(C)C)C(C)(C)C)(C)(C)C.C1(C(N)C2CCCCC2)CCCCC1>C1C=CC(/C=C/C(/C=C/C2C=CC=CC=2)=O)=CC=1.C1C=CC(/C=C/C(/C=C/C2C=CC=CC=2)=O)=CC=1.C1C=CC(/C=C/C(/C=C/C2C=CC=CC=2)=O)=CC=1.[Pd].[Pd].CN1CCCC1=O>[C:1]([O:4][C@@H:5]1[C@@H:10]([O:11][C:12](=[O:14])[CH3:13])[C@H:9]([O:15][C:16](=[O:18])[CH3:17])[C@@H:8]([S:19][CH3:20])[O:7][C@H:6]1[C:21]1[CH:26]=[CH:25][C:24]([CH3:27])=[C:23]([CH2:28][C:29]2[CH:34]=[CH:33][C:32](/[CH:39]=[CH:38]/[CH2:37][C:36]#[N:40])=[CH:31][CH:30]=2)[CH:22]=1)(=[O:3])[CH3:2] |f:2.3,5.6.7.8.9|. Procedure details: A 5 mL microwave vial was charged with (2S,3S,4R,5S,6R)-2-(3-(4-chlorobenzyl)-4-methylphenyl)-6-(methylthio)tetrahydro-2H-pyran-3,4,5-triyl triacetate (7, 208 mg, 0.40 mmol), but-3-enenitrile (0.10 mL, 1.2 mmol), Pd2 dba3 (37 mg, 0.040 mmol), tri(tert-butyl)phosphonium tetrafluoroborate (46 mg, 0.16 mmol), dicyclohexylmethylamine (0.25 mL, 1.2 mmol), and 2 mL of N-methylpyrrolidinone. The reaction was heated in the microwave at 160° C. for 20 min. The reaction was filtered over Celite with exces... The reactants are [H-].[Na+] (Sodium hydride), ClC=1C=C(C=CC1)C(C#N)C1=NC(=CC(=N1)OC)OC ((3-Chlorophenyl)(4,6-dimethoxypyrimidin-2-yl)acetonitrile), S(=O)(=O)(OC)OC (Dimethyl sulphate). Solvent: CN(C=O)C (dimethylformamide). Conditions: time 4 hour. Product: ClC=1C=C(C=CC1)C(C#N)(C)C1=NC(=CC(=N1)OC)OC (2-(3-Chlorophenyl)-2-(4,6-dimethoxypyrimidin-2-yl)propiononitrile). Yield: 62.0%. As a reaction SMILES: [H-].[Na+].[Cl:3][C:4]1[CH:5]=[C:6]([CH:10]([C:13]2[N:18]=[C:17]([O:19][CH3:20])[CH:16]=[C:15]([O:21][CH3:22])[N:14]=2)[C:11]#[N:12])[CH:7]=[CH:8][CH:9]=1.S(OC)(O[CH3:27])(=O)=O>CN(C)C=O>[Cl:3][C:4]1[CH:5]=[C:6]([C:10]([C:13]2[N:14]=[C:15]([O:21][CH3:22])[CH:16]=[C:17]([O:19][CH3:20])[N:18]=2)([CH3:27])[C:11]#[N:12])[CH:7]=[CH:8][CH:9]=1 |f:0.1|. Procedure: Sodium hydride (0.83 g of 80% in oil) was added to a stirred solution of the product of Example 48 (8.0 g) in dimethylformamide at room temperature. Dimethyl sulphate (3.5 g) was then added, and the mixture was stirred at room temperature for 4 hours. The mixture was poured onto water (250 ml), and the oil was extracted into ethyl acetate. The combined extracts were dried over magnesium sulphate, and evaporated to give an orange liquid, which was purified by chromatography to give 5.2 g of the d... Starting materials: ClC1=C(C(=O)OC)C=C(C=C1)C1=NC(=CC=C1)C=O (methyl 2-chloro-5-(6-formylpyridin-2-yl)benzoate), ClC(C(=O)[O-])(F)F.[Na+] (sodium chlorodifluoroacetate), C1(=CC=CC=C1)P(C1=CC=CC=C1)C1=CC=CC=C1 (triphenylphosphine). The solvent is CN(C)C=O (DMF). Conditions: temperature 120 celsius. The product is ClC1=C(C(=O)OC)C=C(C=C1)C1=NC(=CC=C1)C=C(F)F (Methyl 2-chloro-5-(6-(2,2-difluorovinyl)pyridin-2-yl)benzoate). Reaction SMILES: [Cl:1][C:2]1[CH:11]=[CH:10][C:9]([C:12]2[CH:17]=[CH:16][CH:15]=[C:14]([CH:18]=O)[N:13]=2)=[CH:8][C:3]=1[C:4]([O:6][CH3:7])=[O:5].Cl[C:21]([F:26])([F:25])C([O-])=O.[Na+].C1(P(C2C=CC=CC=2)C2C=CC=CC=2)C=CC=CC=1>CN(C=O)C>[Cl:1][C:2]1[CH:11]=[CH:10][C:9]([C:12]2[CH:17]=[CH:16][CH:15]=[C:14]([CH:18]=[C:21]([F:26])[F:25])[N:13]=2)=[CH:8][C:3]=1[C:4]([O:6][CH3:7])=[O:5] |f:1.2|. Procedure details: To a solution of methyl 2-chloro-5-(6-formylpyridin-2-yl)benzoate (Preparation 39, 302 mg, 1.10 mmol) in DMF (5.5 mL) was added sodium chlorodifluoroacetate (250 mg, 1.64 mmol) and triphenylphosphine (435 mg, 1.64 mmol) and heated to 120° C. for 40 minutes followed by cooling to room temperature for 2 hours. The reaction was concentrated in vacuo and partitioned between water and EtOAc. The aqueous layer was washed with EtOAc (2×10 mL) and the organic layers combined, washed with brine, dried ov... RXN SMILES: [Cl:1][C:2]1[CH:11]=[CH:10][CH:9]=[C:8]2[C:3]=1[C:4](=[O:26])[C:5]([OH:25])=[C:6]([CH2:13][CH2:14][CH2:15][CH2:16][CH2:17][CH2:18][CH2:19][CH2:20][CH2:21][CH2:22][CH2:23][CH3:24])[C:7]2=[O:12].[O:27]1CC[CH2:29][CH2:28]1.[H-].[Na+].C(Cl)(=O)C>C(Cl)Cl>[C:28]([O:25][C:5]1[C:4](=[O:26])[C:3]2[C:8](=[CH:9][CH:10]=[CH:11][C:2]=2[Cl:1])[C:7](=[O:12])[C:6]=1[CH2:13][CH2:14][CH2:15][CH2:16][CH2:17][CH2:18][CH2:19][CH2:20][CH2:21][CH2:22][CH2:23][CH3:24])(=[O:27])[CH3:29] |f:2.3|. Reported procedure: A solution of 0.95 parts of 5-chloro-2-dodecyl-3-hydroxy-1,4-naphthoquinone in 20 parts of anhydrous tetrahydrofuran was added under nitrogen to a mixture of 0.0635 parts of dispersed sodium hydride in 40 parts of tetrahydrofuran with stirring at room temperature. After 45 minutes of stirring, a solution of 0.275 parts of acetyl chloride in 30 parts of tetrahydrofuran was added and the mixture stirred for 5 hours. The tetrahydrofuran was stripped under reduced pressure and the residue taken up i... Starting materials: ClC1=C2C(C(=C(C(C2=CC=C1)=O)CCCCCCCCCCCC)O)=O (5-chloro-2-dodecyl-3-hydroxy-1,4-naphthoquinone), O1CCCC1 (tetrahydrofuran), [H-].[Na+] (sodium hydride), O1CCCC1 (tetrahydrofuran), C(C)(=O)Cl (acetyl chloride), O1CCCC1 (tetrahydrofuran), O1CCCC1 (tetrahydrofuran). The solvent is C(Cl)Cl (methylene chloride). The product is C(C)(=O)OC1=C(C(C2=CC=CC(=C2C1=O)Cl)=O)CCCCCCCCCCCC (3-acetoxy-5-chloro-2-dodecyl-1,4-naphthoquinone). The reactants are C, CCO, CCOC(=O)C=CC(C)(C)Cc1ccccc1, [Pd]. The product is CCOC(=O)CCC(C)(C)Cc1ccccc1. Reaction SMILES: [C:21].[CH3:18][CH2:19][OH:20].[CH3:1][C:2]([CH:3]=[CH:4][C:5](=[O:6])[O:7][CH2:8][CH3:9])([CH2:10][c:11]1[cH:12][cH:13][cH:14][cH:15][cH:16]1)[CH3:17].[Pd:22]>>[CH3:1][C:2]([CH2:3][CH2:4][C:5](=[O:6])[O:7][CH2:8][CH3:9])([CH2:10][c:11]1[cH:12][cH:13][cH:14][cH:15][cH:16]1)[CH3:17].